From a dataset of the Open Reaction Database (ORD), a public repository of structured organic reaction records. describe an organic reaction: reactants, conditions, products, and yield Reaction conditions: time 3 day. Procedure details: To 300 ml of dry N,N-dimethylformamide was added 30. g (0.09 mol) of 2-bromo-1,2-di(4-methoxyphenyl)ethanone and 19.5 g (0.27 mol) of 2-amino-4,5-dihydro-3H-pyrrole. The mixture was stirred for three days at 25° with the exclusion of moisture. The reaction mixture was poured into water and the aqueous suspension was extracted three times with methylene chloride. The organic extracts were combined and washed six times with water, then dried (K2CO3). The solvent was evaporated and the residue was ... Product: COC1=CC=C(C=C1)C=1N=C2N(C1C1=CC=C(C=C1)OC)CCC2 (2,3-Di(4-methoxyphenyl)-6,7-dihydro-5H-pyrrolo[1,2-a]imidazole). The solvent is O (water). RXN SMILES: CN(C)C=O.Br[CH:7]([C:18]1[CH:23]=[CH:22][C:21]([O:24][CH3:25])=[CH:20][CH:19]=1)[C:8]([C:10]1[CH:15]=[CH:14][C:13]([O:16][CH3:17])=[CH:12][CH:11]=1)=O.[NH2:26][C:27]1[CH2:31][CH2:30][CH2:29][N:28]=1>O>[CH3:17][O:16][C:13]1[CH:14]=[CH:15][C:10]([C:8]2[N:26]=[C:27]3[CH2:31][CH2:30][CH2:29][N:28]3[C:7]=2[C:18]2[CH:23]=[CH:22][C:21]([O:24][CH3:25])=[CH:20][CH:19]=2)=[CH:11][CH:12]=1. Reactants: CN(C=O)C (N,N-dimethylformamide), BrC(C(=O)C1=CC=C(C=C1)OC)C1=CC=C(C=C1)OC (2-bromo-1,2-di(4-methoxyphenyl)ethanone), NC1=NCCC1 (2-amino-4,5-dihydro-3H-pyrrole). Reactants: C(#N)C=1C=CC2=C(CN([C@@H](CN2CC=2N=CN(C2)C(=O)OC(C)(C)C)CC2=CC=CC=C2)S(=O)(=O)C)C1 ((R)-7-cyano-2,3,4,5-tetrahydro-1-[(((1,1-dimethylethoxy)carbonyl)-1H-imidazol-4-yl)methyl]-4-(methylsuIfonyl)-3-(phenylmethyl)-1H-1,4-benzodiazepine), C(=O)([O-])[O-].[K+].[K+] (K2CO3), CS(=O)(=O)Cl (methanesulfonyl chloride), [OH-].[Na+] (NaOH), Cl (HCl), Cl.N1C=NC(=C1)CN1CCN(CC2=C1C=CC=C2)C(=O)C2=CC=CC1=CC=CC=C21 (2,3,4,5-Tetrahydro-1-(1H-imidazol-4-ylmethyl)-4-(1-naphthalenylcarbonyl)-1H-1,4-benzodiazepine, hydrochloride). Solvent: CO (methanol), C(Cl)Cl (methylene chloride). Run at time 30 minute. Product: Cl.N1C=NC(=C1)CN1C(CN(CC2=C1C=CC=C2)S(=O)(=O)C)CCC2=CC=CC=C2 (2,3,4,5-Tetrahydro-1-(1H-imidazol-4-ylmethyl)-4-(methylsulfonyl)-2-(2-phenylethyl)-1H-1,4-benzodiazepine, monohydrochloride). RXN SMILES: C([C:3]1[CH:4]=[CH:5][C:6]2[N:12]([CH2:13][C:14]3[N:15]=[CH:16][N:17](C(OC(C)(C)C)=O)[CH:18]=3)[CH2:11][C@@H:10](CC3C=CC=CC=3)[N:9]([S:33]([CH3:36])(=[O:35])=[O:34])[CH2:8][C:7]=2[CH:37]=1)#N.C([O-])([O-])=O.[K+].[K+].CS([Cl:48])(=O)=O.[OH-].[Na+].Cl.Cl.N1C=C(CN2C3C=CC=CC=3CN(C([C:72]3[C:81]4[C:76](=[CH:77][CH:78]=CC=4)[CH:75]=[CH:74][CH:73]=3)=O)CC2)N=C1>C(Cl)Cl.CO>[ClH:48].[NH:17]1[CH:18]=[C:14]([CH2:13][N:12]2[C:6]3[CH:5]=[CH:4][CH:3]=[CH:37][C:7]=3[CH2:8][N:9]([S:33]([CH3:36])(=[O:35])=[O:34])[CH2:10][CH:11]2[CH2:78][CH2:77][C:76]2[CH:81]=[CH:72][CH:73]=[CH:74][CH:75]=2)[N:15]=[CH:16]1 |f:1.2.3,5.6,8.9,12.13|. Reported procedure: To a stirred solution of Compound A (50 mg) in methylene chloride (5 mL) in the presence of solid K2CO3 was added 100 uL of methanesulfonyl chloride at room temperature. The solution was stirred for 30 min, diluted with 10 mL of methanol followed by 1 mL of 10N NaOH solution, stirred for 2 h and concentrated. The residue was partitioned between ethyl acetate and saturated NH4Cl solution. The organic layer was separated, dried over MgSO4, and concentrated in vacuo. The residue was purified by col... The reactants are ClCCl, CN(C)C1(c2ccccc2)CCC(CN)CC1, O, O=C(Cl)Oc1ccccc1, c1ccncc1. Product: CN(C)C1(c2ccccc2)CCC(CNC(=O)Oc2ccccc2)CC1. RXN SMILES: [Cl:34][CH2:35][Cl:36].[NH2:11][CH2:12][CH:13]1[CH2:14][CH2:15][C:16]([c:19]2[cH:20][cH:21][cH:22][cH:23][cH:24]2)([N:25]([CH3:26])[CH3:27])[CH2:17][CH2:18]1.[OH2:37].[c:1]1([O:7][C:8](=[O:9])[Cl:10])[cH:2][cH:3][cH:4][cH:5][cH:6]1.[cH:28]1[cH:29][cH:30][n:31][cH:32][cH:33]1>>[c:1]1([O:7][C:8](=[O:9])[NH:11][CH2:12][CH:13]2[CH2:14][CH2:15][C:16]([c:19]3[cH:20][cH:21][cH:22][cH:23][cH:24]3)([N:25]([CH3:26])[CH3:27])[CH2:17][CH2:18]2)[cH:2][cH:3][cH:4][cH:5][cH:6]1. The reactants are Amidine, ClP(C(C)C)C(C)C (chlorodiisopropylphosphine), C(C)(C)C1=C(C(=CC=C1)C)NC(C1=CC=C(C=C1)C)=N (N1-(2-isopropyl-6-methylphenyl)-4-methylbenzamidine), C(CCC)[Li] (butyllithium). The product is C(C)(C)C1=C(C(=CC=C1)C)NC(C1=CC=C(C=C1)C)=NP(C(C)C)C(C)C (N1-(2-isopropyl-6-methylphenyl)-N2-(diisopropyl-phosphino)-4-methylbenzamidine). As a reaction SMILES: [CH:1]([C:4]1[CH:9]=[CH:8][CH:7]=[C:6]([CH3:10])[C:5]=1[NH:11][C:12](=[NH:20])[C:13]1[CH:18]=[CH:17][C:16]([CH3:19])=[CH:15][CH:14]=1)([CH3:3])[CH3:2].C([Li])CCC.Cl[P:27]([CH:31]([CH3:33])[CH3:32])[CH:28]([CH3:30])[CH3:29]>>[CH:1]([C:4]1[CH:9]=[CH:8][CH:7]=[C:6]([CH3:10])[C:5]=1[NH:11][C:12](=[N:20][P:27]([CH:31]([CH3:33])[CH3:32])[CH:28]([CH3:30])[CH3:29])[C:13]1[CH:18]=[CH:17][C:16]([CH3:19])=[CH:15][CH:14]=1)([CH3:3])[CH3:2]. Reported procedure: Procedure as described for NP Amidine I using the following amounts: 1.33 g of N1-(2-isopropyl-6-methylphenyl)-4-methylbenzamidine (Amidine V, 5.0 mmol), 2.50 mL of 2.0 M butyllithium (5.0 mmol), 0.80 mL chlorodiisopropylphosphine (5.0 mmol). After filtration to remove lithium chloride and removal of solvent, a yellow semi-solid was isolated (1.86 g, 97%).